The task is: describe an organic reaction: reactants, conditions, products, and yield. This data is from the Open Reaction Database (ORD), a public repository of structured organic reaction records. The reactants are C(C1=CC=CC=C1)OC(=O)N1CC2=CC(=CC=C2CC1)OC1=CC=C(C=C1)C(N(C)C)=O (7-(4-dimethylcarbamoyl-phenoxy)-3,4-dihydro-1H-isoquinoline-2-carboxylic acid benzyl ester), C(C)O (ethanol). The reagents and catalysts are [Pd] (palladium on carbon). The solvent is [H][H] (hydrogen). Product: CN(C(C1=CC=C(C=C1)OC1=CC=C2CCNCC2=C1)=O)C (N,N-Dimethyl-4-(1,2,3,4-tetrahydro-isoquinolin-7-yloxy)-benzamide). As a reaction SMILES: C(OC([N:11]1[CH2:20][CH2:19][C:18]2[C:13](=[CH:14][C:15]([O:21][C:22]3[CH:27]=[CH:26][C:25]([C:28](=[O:32])[N:29]([CH3:31])[CH3:30])=[CH:24][CH:23]=3)=[CH:16][CH:17]=2)[CH2:12]1)=O)C1C=CC=CC=1.C(O)C>[Pd].[H][H]>[CH3:30][N:29]([CH3:31])[C:28](=[O:32])[C:25]1[CH:24]=[CH:23][C:22]([O:21][C:15]2[CH:14]=[C:13]3[C:18]([CH2:19][CH2:20][NH:11][CH2:12]3)=[CH:17][CH:16]=2)=[CH:27][CH:26]=1. Procedure details: A mixture of 10% palladium on carbon (1.50 g), 7-(4-dimethylcarbamoyl-phenoxy)-3,4-dihydro-1H-isoquinoline-2-carboxylic acid benzyl ester (2 mL), and ethanol (200 mL) is shaken in hydrogen atmosphere (3 bar) at room temperature for 2 h. Then the catalyst is separated by filtration and the filtrate is concentrated. The residue is purified by chromatography on silica gel (methanol/methanol containing 1% ammionia 1:0→0:1) to furnish the title compound that is precipitated from dioxane with 6 M HCl ...